describe an organic reaction: reactants, conditions, products, and yield From a dataset of the Open Reaction Database (ORD), a public repository of structured organic reaction records. Starting materials: C(C)(=O)C1=C(C=C(C=C1C)NC(C)=O)F (N-(4-Acetyl-3-fluoro-5-methylphenyl)acetamide), Cl (hydrochloric acid), [OH-].[Na+] (NaOH). Solvent: C(C)O (ethanol). The product is NC1=CC(=C(C(=C1)C)C(C)=O)Cl (1-(4-amino-2-chloro-6-methylphenyl)ethanone). The yield is 86.0%. Reaction SMILES: [C:1]([C:4]1[C:9]([CH3:10])=[CH:8][C:7]([NH:11]C(=O)C)=[CH:6][C:5]=1F)(=[O:3])[CH3:2].[ClH:16].[OH-].[Na+]>C(O)C>[NH2:11][C:7]1[CH:8]=[C:9]([CH3:10])[C:4]([C:1](=[O:3])[CH3:2])=[C:5]([Cl:16])[CH:6]=1 |f:2.3|. Reported procedure: An ethanol solution (51 mL) containing N-(4-acetyl-3-fluoro-5-methylphenyl)acetamide (30-2, 5.80 g, 27.7 mmol) and concentrated hydrochloric acid (20.0 mL) was heated at reflux for 15 h. The solution was added with 10% aqueous NaOH and the resultant solids were collected to give 1-(4-amino-2-chloro-6-methylphenyl)ethanone (30-3, 4.00 g, 23.9 mmol) as light yellow solids in 86% yield: 1H NMR (500 MHz, DMSO-d6) δ 6.22 (m, 2 H), 2.37 (m, 3 H), 2.22 (s, 3 H). ESI-MS: m/z 167.8 (M+H)+. Starting materials: Cl.ClC(C=1C=[NH+]C=CC1)(Cl)Cl (3-trichloromethylpyridinium hydrochloride salt), C(Cl)Cl (methylene chloride), C([O-])([O-])=O.[Na+].[Na+] (sodium carbonate). The solvent is O (water), O (water). Yields the product ClC(C=1C=NC=CC1)(Cl)Cl (3-trichloromethylpyridine). Yield: 80.2%. Reaction SMILES: Cl.[Cl:2][C:3]([Cl:11])([Cl:10])[C:4]1[CH:5]=[NH+:6][CH:7]=[CH:8][CH:9]=1.C(Cl)Cl.C(=O)([O-])[O-].[Na+].[Na+]>O>[Cl:2][C:3]([Cl:11])([Cl:10])[C:4]1[CH:5]=[N:6][CH:7]=[CH:8][CH:9]=1 |f:0.1,3.4.5|. Procedure details: The 3-trichloromethylpyridinium hydrochloride salt (2836 g, 12.17 moles) was placed in a 22-liter pot with 2800 ml of methylene chloride and 2600 ml of water. A solution of 1000 g of sodium carbonate in 4300 ml of water was then added slowly so that the gassing could be controlled. The temperature was maintained with an ice bath between 15°-20° C. The lower organic phase was then separated and was dried with magnesium sulfate. The mixture was filtered and the methylene chloride was removed by ro...